From a dataset of the Open Reaction Database (ORD), a public repository of structured organic reaction records. describe an organic reaction: reactants, conditions, products, and yield The reactants are ClC=1C=C(C(=O)NNC(CCl)=O)C=C(C1)Cl (3,5-dichloro-N′-(2-chloroacetyl)benzohydrazide), C(=O)(OCC1=CC=CC=C1)Cl (CbzCl), ClC=1C=C(C(=O)NNC(CCl)=O)C=C(C1)Cl (3,5-dichloro-N′-(2-chloroacetyl)benzohydrazide). The solvent is C(Cl)Cl (DCM). Conditions: time 8 hour. Yields the product ClCC=1OC(=NN1)C1=CC(=CC(=C1)Cl)Cl (2-(chloromethyl)-5-(3,5-dichlorophenyl)-1,3,4-oxadiazole). RXN SMILES: [Cl:1][C:2]1[CH:3]=[C:4]([CH:13]=[C:14]([Cl:16])[CH:15]=1)[C:5]([NH:7][NH:8][C:9](=[O:12])[CH2:10][Cl:11])=O.C(Cl)(OCC1C=CC=CC=1)=O>C(Cl)Cl>[Cl:11][CH2:10][C:9]1[O:12][C:5]([C:4]2[CH:3]=[C:2]([Cl:1])[CH:15]=[C:14]([Cl:16])[CH:13]=2)=[N:7][N:8]=1. Procedure details: To a stirred solution of compound 6 (1.0 g, 6.36 mmol) and Et3 N (0.96 g, 9.50 mmol) in DCM, was added CbzCl (1.30 g, 7.64 mmol) slowly. The mixture was stirred at ambient temperature overnight. Then TLC showed-compound 6 had disappeared. The mixture was washed with brine, dried with Na2SO4 and concentrated to give crude product 7 as a colorless oil which was used in the next step without any purification. The reactants are BrC1=C(C=CC=C1)C(CC(=O)OCC)C (ethyl 3-(2-bromophenyl)-3-methylpropionate), [OH-].[K+] (potassium hydroxide). Run in C(C)O (ethanol), O (water). Yields the product BrC1=C(C=CC=C1)C(CC(=O)O)C (3-(2-bromophenyl)-3-methylpropionic acid). The yield is 105.5%. RXN SMILES: [Br:1][C:2]1[CH:7]=[CH:6][CH:5]=[CH:4][C:3]=1[CH:8]([CH3:15])[CH2:9][C:10]([O:12]CC)=[O:11].[OH-].[K+]>C(O)C.O>[Br:1][C:2]1[CH:7]=[CH:6][CH:5]=[CH:4][C:3]=1[CH:8]([CH3:15])[CH2:9][C:10]([OH:12])=[O:11] |f:1.2|. Reported procedure: To a solution of 28.04 g of ethyl 3-(2-bromophenyl)-3-methylpropionate (109.1 mmole) in ethanol (200 ml) and water (100 ml) was added 12.2 g of potassium hydroxide (218.2 mmole), and the mixture was heated under reflux for 5 hours. After the mixture was left standing at room temperature, it was concentrated to a half of the volume by distillation and diluted again with dilute hydrochloric acid. Dichloromethane was then added, and an aqueous ammonium chloride solution was added before extraction.... Starting materials: CCOC(=O)C(=O)OCC, COCCOC, Cl, [H-], [Na+], O, CC(=O)CC(=O)c1cccc2ccccc12. Yields the product CCOC(=O)C(=O)CC(=O)CC(=O)c1cccc2ccccc12. RXN SMILES: [C:17]([C:18](=[O:19])[O:20][CH2:21][CH3:22])(=[O:23])[O:24][CH2:25][CH3:26].[CH3:30][O:31][CH2:32][CH2:33][O:34][CH3:35].[ClH:29].[H-:27].[Na+:28].[OH2:36].[c:1]1([C:11]([CH2:12][C:13]([CH3:14])=[O:15])=[O:16])[cH:2][cH:3][cH:4][c:5]2[cH:6][cH:7][cH:8][cH:9][c:10]12>>[c:1]1([C:11]([CH2:12][C:13]([CH2:14][C:17]([C:18](=[O:19])[O:20][CH2:21][CH3:22])=[O:23])=[O:15])=[O:16])[cH:2][cH:3][cH:4][c:5]2[cH:6][cH:7][cH:8][cH:9][c:10]12. Reactants: C(C(C)C)C=1C=C(C=CC1)OC (3 -isobutyl anisole), C(C)(=O)Cl (acetyl chloride), [Sn](Cl)(Cl)(Cl)Cl (tin(IV) chloride). Run in C1=CC=CC=C1 (benzene). The product is C(C(C)C)C1=CC(=C(C=C1)C(C)=O)OC (4'-isobutyl-2'-methoxy-acetophenone). RXN SMILES: [CH2:1]([C:5]1[CH:6]=[C:7]([O:11][CH3:12])[CH:8]=[CH:9][CH:10]=1)[CH:2]([CH3:4])[CH3:3].[C:13](Cl)(=[O:15])[CH3:14].[Sn](Cl)(Cl)(Cl)Cl>C1C=CC=CC=1>[CH2:1]([C:5]1[CH:10]=[CH:9][C:8]([C:13](=[O:15])[CH3:14])=[C:7]([O:11][CH3:12])[CH:6]=1)[CH:2]([CH3:4])[CH3:3]. Procedure details: 46 g of 3 -isobutyl anisole are added to 500 cc of absolute benzene, and 22 g of acetyl chloride are added. 73 g of tin(IV) chloride are subsequently added dropwise while stirring and cooling at 5°-10°. After stirring at 23° for 16 hours, the reaction mixture is poured on ice, washed once with 2 N hydrochloric acid, twice with a 2 N caustic soda solution and once with water, and the water phases are again extracted twice with benzene. The organic phases are dried over anhydrous sodium sulphate a... Reactants: COc1cc(C)cc(CBr)c1, CC[O-], CC(C)[N+](=O)[O-], CCO, [Na+]. Yields the product COc1cc(C)cc(C=O)c1. Reaction SMILES: [Br:7][CH2:8][c:9]1[cH:10][c:11]([O:16][CH3:17])[cH:12][c:13]([CH3:15])[cH:14]1.[CH3:18][CH2:19][O-:20].[CH3:1][CH:2]([N+:3](=[O:4])[O-:5])[CH3:6].[CH3:22][CH2:23][OH:24].[Na+:21]>>[O:5]=[CH:8][c:9]1[cH:10][c:11]([O:16][CH3:17])[cH:12][c:13]([CH3:15])[cH:14]1.